From a dataset of the Open Reaction Database (ORD), a public repository of structured organic reaction records. describe an organic reaction: reactants, conditions, products, and yield The reactants are N1C=CC2=CC(=CN=C12)OC1=NC=NC2=CC(=C(C=C12)O)OC (4-(7-azaindol-5-yloxy)-6-hydroxy-7-methoxyquinazoline), C(C)(=O)N1CCN(CC1)CCCO (3-(4-acetylpiperazin-1-yl)propan-1-ol). Product: C(C)(=O)N1CCN(CC1)CCCOC=1C=C2C(=NC=NC2=CC1OC)OC=1C=C2C=CNC2=NC1 (6-(3-(4-acetylpiperazin-1-yl)propoxy)-4-(7-azaindol-5-yloxy)-7-methoxyquinazoline). Isolated yield 53.4%. As a reaction SMILES: [NH:1]1[C:9]2[C:4](=[CH:5][C:6]([O:10][C:11]3[C:20]4[C:15](=[CH:16][C:17]([O:22][CH3:23])=[C:18]([OH:21])[CH:19]=4)[N:14]=[CH:13][N:12]=3)=[CH:7][N:8]=2)[CH:3]=[CH:2]1.[C:24]([N:27]1[CH2:32][CH2:31][N:30]([CH2:33][CH2:34][CH2:35]O)[CH2:29][CH2:28]1)(=[O:26])[CH3:25]>>[C:24]([N:27]1[CH2:32][CH2:31][N:30]([CH2:33][CH2:34][CH2:35][O:21][C:18]2[CH:19]=[C:20]3[C:15](=[CH:16][C:17]=2[O:22][CH3:23])[N:14]=[CH:13][N:12]=[C:11]3[O:10][C:6]2[CH:5]=[C:4]3[C:9](=[N:8][CH:7]=2)[NH:1][CH:2]=[CH:3]3)[CH2:29][CH2:28]1)(=[O:26])[CH3:25]. Reported procedure: Using an analogous procedure to that described for the preparation of Example 2, 4-(7-azaindol-5-yloxy)-6-hydroxy-7-methoxyquinazoline (0.133 g, 0.432 mmol), (prepared as described for the starting material in Example 2), was reacted with 3-(4-acetylpiperazin-1-yl)propan-1-ol (0.097, 0.51 mmol), (prepared as described for the starting material in Example 1 or Example 7), to give 6-(3-(4-acetylpiperazin-1-yl)propoxy)-4-(7-azaindol-5-yloxy)-7-methoxyquinazoline (0.11 g, 53%). Reactants: CC(C)(C)O, CN(C)c1ccncc1, O=C(Cl)CCCCl, c1ccncc1. Yields the product CC(C)(C)OC(=O)CCCCl. Reaction SMILES: [CH3:14][C:15]([CH3:16])([CH3:17])[OH:18].[CH3:19][N:20]([CH3:21])[c:22]1[cH:23][cH:24][n:25][cH:26][cH:27]1.[Cl:1][CH2:2][CH2:3][CH2:4][C:5](=[O:6])[Cl:7].[cH:8]1[cH:9][cH:10][n:11][cH:12][cH:13]1>>[Cl:1][CH2:2][CH2:3][CH2:4][C:5](=[O:6])[O:18][C:15]([CH3:14])([CH3:16])[CH3:17].